From a dataset of the Open Reaction Database (ORD), a public repository of structured organic reaction records. describe an organic reaction: reactants, conditions, products, and yield Starting materials: [N+](=O)([O-])C1=CC=C(CO)C=C1 (4-nitrobenzylalcohol), C(C)(=O)[O-].[Na+] (sodium acetate), ClN1C(N(C(N(C1=O)Cl)=O)Cl)=O (trichloroisocyanuric acid). Reagents/catalysts: CC1(CCCC(N1[O])(C)C)C (TEMPO). Solvent: CC(=O)C (acetone), C(Cl)Cl (methylene chloride). Run at time 1 hour. Yields the product [N+](=O)([O-])C1=CC=C(C=O)C=C1 (4-nitrobenzaldehyde). The yield is 93.8%. RXN SMILES: [N+:1]([C:4]1[CH:11]=[CH:10][C:7]([CH2:8][OH:9])=[CH:6][CH:5]=1)([O-:3])=[O:2].C([O-])(=O)C.[Na+].ClN1C(=O)N(Cl)C(=O)N(Cl)C1=O>C(Cl)Cl.CC(C)=O.CC1(C)N([O])C(C)(C)CCC1>[N+:1]([C:4]1[CH:5]=[CH:6][C:7]([CH:8]=[O:9])=[CH:10][CH:11]=1)([O-:3])=[O:2] |f:1.2,^1:39|. Procedure details: 5 g (32.6 mmol) of 4-nitrobenzylalcohol, 2.7 g (32.9 mmol) of sodium acetate and 10 mg (0.06 mmol) of TEMPO were suspended in 40 ml of methylene chloride in a 100 ml sulphonation flask and the suspension was cooled to (-8)-(-10)° C. while stirring. A solution of 3.03 g (13.0 mmol) of trichloroisocyanuric acid in 20 ml of acetone was dosed in within 1 hour, whereupon the mixture was held at (-5)° C. for 1 hour. Thereafter, the reaction had finished. The white precipitate was filtered off and the ... Reactants: BrC1CC2=C(C=3CCCOC31)C(=CC2)CCNC(CC)=O (N-[2-(5-bromo-2,3,4,5,6,7-hexahydrocyclopenta[f][1]benzopyran-9-yl)ethyl]propionamide). The reagents and catalysts are [Pd] (Pd-C). The solvent is C(C)O (ethanol). Reaction conditions: time 3 hour. Product: C1CCOC2=C1C1=C(CC2)CC=C1CCNC(CC)=O (N-[2-(2,3,4,5,6,7-hexahydrocyclopenta[f][1]benzopyran-9-yl)ethyl]propionamide). Yield: 79.3%. Reaction SMILES: Br[CH:2]1[C:11]2[O:10][CH2:9][CH2:8][CH2:7][C:6]=2[C:5]2[C:12]([CH2:15][CH2:16][NH:17][C:18](=[O:21])[CH2:19][CH3:20])=[CH:13][CH2:14][C:4]=2[CH2:3]1>C(O)C.[Pd]>[CH2:7]1[C:6]2[C:5]3[C:12]([CH2:15][CH2:16][NH:17][C:18](=[O:21])[CH2:19][CH3:20])=[CH:13][CH2:14][C:4]=3[CH2:3][CH2:2][C:11]=2[O:10][CH2:9][CH2:8]1. Procedure details: To a solution of N-[2-(5-bromo-2,3,4,5,6,7-hexahydrocyclopenta[f][1]benzopyran-9-yl)ethyl]propionamide (200 mg, 0.6 mmol.) in ethanol (5 mL) was added 5% Pd-C (200 mg, 50% hydrous). The mixture was stirred for 3 hours at room temperature under hydrogen atmosphere. The reaction mixture was subjected to filtration. The filtrate was then concentrated under reduced pressure. The concentrate was purified by means of silica gel column chromatography to afford the title compound (yield 130 mg, 85%).